Dataset: the Open Reaction Database (ORD), a public repository of structured organic reaction records. Task: describe an organic reaction: reactants, conditions, products, and yield Starting materials: COc1ccc(Br)c(C(O)C(F)(F)F)c1, Cc1cn[nH]c1, CNC1CCCCC1NC, CCOC(C)=O, Cc1ccccc1, [Cu]I, [K+], [K+], O=C([O-])[O-]. Yields the product COc1ccc(-n2cc(C)cn2)c(C(O)C(F)(F)F)c1. Reaction SMILES: [Br:1][c:2]1[c:3]([CH:10]([C:11]([F:12])([F:13])[F:14])[OH:15])[cH:4][c:5]([O:8][CH3:9])[cH:6][cH:7]1.[CH3:16][c:17]1[cH:18][n:19][nH:20][cH:21]1.[CH3:28][NH:29][CH:30]1[CH2:31][CH2:32][CH2:33][CH2:34][CH:35]1[NH:36][CH3:37].[CH3:38][CH2:39][O:40][C:41](=[O:42])[CH3:43].[CH3:46][c:47]1[cH:48][cH:49][cH:50][cH:51][cH:52]1.[Cu:44][I:45].[K+:22].[K+:23].[O-:24][C:25]([O-:26])=[O:27]>>[c:2]1(-[n:19]2[cH:18][c:17]([CH3:16])[cH:21][n:20]2)[c:3]([CH:10]([C:11]([F:12])([F:13])[F:14])[OH:15])[cH:4][c:5]([O:8][CH3:9])[cH:6][cH:7]1. Reactants: IC1=CC(=C(C=C1C)NC(=O)C1NC(C(C1C1=C(C(=CC=C1)Cl)F)(C#N)C1=C(C=C(C=C1)Cl)F)CC(C)(C)C)C (rac (2R,3S,4R,5S)-4-(4-Chloro-2-fluoro-phenyl)-3-(3-chloro-2-fluoro-phenyl)-4-cyano-5-(2,2-dimethyl-propyl)-pyrrolidine-2-carboxylic acid (4-iodo-2,5-dimethyl-phenyl)-amide), O (water), C([O-])([O-])=O.[K+].[K+] (potassium carbonate), [C]=O (carbon monoxide). The reagents and catalysts are C(C)(=O)[O-].[Pd+2].C(C)(=O)[O-] (palladium acetate). Run in CN(C)C=O (DMF). Reaction conditions: temperature 70 celsius. Product: ClC1=CC(=C(C=C1)[C@@]1([C@H]([C@@H](N[C@H]1CC(C)(C)C)C(=O)NC1=CC(=C(C(=O)O)C=C1C)C)C1=C(C(=CC=C1)Cl)F)C#N)F (rac 4-{[(2R,3S,4R,5S)-4-(4-Chloro-2-fluoro-phenyl)-3-(3-chloro-2-fluoro-phenyl)-4-cyano-5-(2,2-dimethyl-propyl)-pyrrolidine-2-carbonyl]-amino}-2,5-dimethyl-benzoic acid). The yield is 34.2%. As a reaction SMILES: I[C:2]1[C:7]([CH3:8])=[CH:6][C:5]([NH:9][C:10]([CH:12]2[CH:16]([C:17]3[CH:22]=[CH:21][CH:20]=[C:19]([Cl:23])[C:18]=3[F:24])[C:15]([C:27]3[CH:32]=[CH:31][C:30]([Cl:33])=[CH:29][C:28]=3[F:34])([C:25]#[N:26])[CH:14]([CH2:35][C:36]([CH3:39])([CH3:38])[CH3:37])[NH:13]2)=[O:11])=[C:4]([CH3:40])[CH:3]=1.O.[C:42](=O)([O-:44])[O-:43].[K+].[K+].[C]=O>CN(C=O)C.C([O-])(=O)C.[Pd+2].C([O-])(=O)C>[Cl:33][C:30]1[CH:31]=[CH:32][C:27]([C@@:15]2([C:25]#[N:26])[C@H:14]([CH2:35][C:36]([CH3:39])([CH3:38])[CH3:37])[NH:13][C@@H:12]([C:10]([NH:9][C:5]3[C:4]([CH3:40])=[CH:3][C:2]([C:42]([OH:44])=[O:43])=[C:7]([CH3:8])[CH:6]=3)=[O:11])[C@@H:16]2[C:17]2[CH:22]=[CH:21][CH:20]=[C:19]([Cl:23])[C:18]=2[F:24])=[C:28]([F:34])[CH:29]=1 |f:2.3.4,7.8.9,^3:47|. Reported procedure: To a solution of rac (2R,3S,4R,5S)-4-(4-Chloro-2-fluoro-phenyl)-3-(3-chloro-2-fluoro-phenyl)-4-cyano-5-(2,2-dimethyl-propyl)-pyrrolidine-2-carboxylic acid (4-iodo-2,5-dimethyl-phenyl)-amide (Example 365, 149 mg, 0.214 mmol) in DMF (5 ml) was added water (0.2 ml), and potassium carbonate (60 mg, 0.428 mmol). The mixture was bubbled with nitrogen and palladium acetate (5 mg, 0.021 mmol) was added. The mixture was subjected to carbon monoxide atmosphere at 50 psi and was heated at 70° C. for 3 h. T...